Dataset: the Open Reaction Database (ORD), a public repository of structured organic reaction records. Task: describe an organic reaction: reactants, conditions, products, and yield Starting materials: Intermediate 202, BrC1=C(C=NN1C)[N+](=O)[O-] (5-bromo-1-methyl-4-nitro-1H-pyrazole), O1CCNC(CC1)=O (1,4-oxazepan-5-one). The product is CN1N=CC(=C1N1CCOCCC1=O)[N+](=O)[O-] (4-(1-methyl-4-nitro-1H-pyrazol-5-yl)-1,4-oxazepan-5-one). The yield is 13.0%. Reaction SMILES: Br[C:2]1[N:6]([CH3:7])[N:5]=[CH:4][C:3]=1[N+:8]([O-:10])=[O:9].[O:11]1[CH2:17][CH2:16][C:15](=[O:18])[NH:14][CH2:13][CH2:12]1>>[CH3:7][N:6]1[C:2]([N:14]2[C:15](=[O:18])[CH2:16][CH2:17][O:11][CH2:12][CH2:13]2)=[C:3]([N+:8]([O-:10])=[O:9])[CH:4]=[N:5]1. Procedure: Following the procedure for Intermediate 202 starting from 5-bromo-1-methyl-4-nitro-1H-pyrazole and 1,4-oxazepan-5-one gave 4-(1-methyl-4-nitro-1H-pyrazol-5-yl)-1,4-oxazepan-5-one as an orange solid (40 mg, 13%). 1H NMR (400 MHz, CDCl3) δ 8.11 (s, 1H), 4.18 (dd, J=13.3, 6.4 Hz, 1H), 4.12-3.99 (m, 2H), 3.96-3.82 (m, 2H), 3.77 (s, 3H), 3.64 (dd, J=15.7, 6.4 Hz, 1H), 3.08 (ddd, J=15.6, 8.5, 2.1 Hz, 1H), 2.94 (ddd, J=15.6, 7.5, 1.8 Hz, 1H). The reactants are IC=1C=C(C=CC1)C(=O)C1=CC=2C(CCC(C2C=C1C)(C)C)(C)C (3-iodophenyl-(3,5,5,8,8-pentamethyl-5,6,7,8-tetrahydro-2-naphthyl)-methanone), C(C=C)(=O)OC (methyl acrylate), methyl ester. Product: CC=1C(=CC=2C(CCC(C2C1)(C)C)(C)C)C(=O)C=1C=C(C=CC1)C=CC(=O)OC (Methyl 3-[3-(3,5,5,8,8-pentamethyl-5,6,7,8-tetrahydro-2-naphthylcarbonyl)phenyl]acrylate). Reaction SMILES: I[C:2]1[CH:3]=[C:4]([C:8]([C:10]2[C:19]([CH3:20])=[CH:18][C:17]3[C:16]([CH3:22])([CH3:21])[CH2:15][CH2:14][C:13]([CH3:24])([CH3:23])[C:12]=3[CH:11]=2)=[O:9])[CH:5]=[CH:6][CH:7]=1.[C:25]([O:29][CH3:30])(=[O:28])[CH:26]=[CH2:27]>>[CH3:20][C:19]1[C:10]([C:8]([C:4]2[CH:3]=[C:2]([CH:27]=[CH:26][C:25]([O:29][CH3:30])=[O:28])[CH:7]=[CH:6][CH:5]=2)=[O:9])=[CH:11][C:12]2[C:13]([CH3:23])([CH3:24])[CH2:14][CH2:15][C:16]([CH3:22])([CH3:21])[C:17]=2[CH:18]=1. Reported procedure: In a manner similar to that of Example 1(c) by reaction of 6.54 g (15 mmol) of 3-iodophenyl-(3,5,5,8,8-pentamethyl-5,6,7,8-tetrahydro-2-naphthyl)-methanone with 1.8 ml (19.7 mmol) of methyl acrylate, 6.5 g (100%) of the expected methyl ester are obtained in the form of an orange-coloured oil. Starting materials: C(C)(=O)NC1=CC=C(C=C1)NC1=NNC(=C1C#N)N (3-(4-acetylamino-phenylamino)-5-amino-4-cyano-pyrazole), C(C)OC(N(C)C)OCC (N,N-dimethylformamide diethyl acetal). Solvent: C1(=CC=CC=C1)C (toluene). Product: C(C)(=O)NC1=CC=C(C=C1)NC1=NNC(=C1C#N)N=CN(C)C (3-(4-Acetylamino-phenylamino)-4-cyano-5-(dimethylamino-methyleneamino)-pyrazole). As a reaction SMILES: [C:1]([NH:4][C:5]1[CH:10]=[CH:9][C:8]([NH:11][C:12]2[C:16]([C:17]#[N:18])=[C:15]([NH2:19])[NH:14][N:13]=2)=[CH:7][CH:6]=1)(=[O:3])[CH3:2].C(O[CH:23](OCC)[N:24]([CH3:26])[CH3:25])C>C1(C)C=CC=CC=1>[C:1]([NH:4][C:5]1[CH:10]=[CH:9][C:8]([NH:11][C:12]2[C:16]([C:17]#[N:18])=[C:15]([N:19]=[CH:23][N:24]([CH3:26])[CH3:25])[NH:14][N:13]=2)=[CH:7][CH:6]=1)(=[O:3])[CH3:2]. Reported procedure: A suspension of 5.3 g (20.7 mmol) of 3-(4-acetylamino-phenylamino)-5-amino-4-cyano-pyrazole in 4.4 ml (24.9 mmol) of N,N-dimethylformamide diethyl acetal (97%) and 100 ml of toluene is heated under reflux for 4 hours. The reaction mixture is then cooled to room temperature and filtered and the filter residue is washed with toluene, yielding the title compound having a water content of 4.22%; m.p. 275-276° C. (decomp.). As a reaction SMILES: N[C@@H]1CCCCN(CC2CC2)C1=O.[CH:14]1([CH2:17][N:18]2[CH2:24][CH2:23][CH2:22][CH2:21][C@H:20]([NH:25][C:26](=[O:32])OC(C)(C)C)[C:19]2=[O:33])[CH2:16][CH2:15]1.C(O)(C(F)(F)F)=O.ClC(OC1C=CC([N+]([O-])=O)=CC=1)=O.C(N(C(C)C)CC)(C)C.[Cl:63][C:64]1[CH:73]=[C:72]2[C:67]([C:68]([N:75]3[CH2:80][CH2:79][NH:78][CH2:77][CH2:76]3)=[CH:69][C:70]([NH2:74])=[N:71]2)=[CH:66][CH:65]=1>>[NH2:74][C:70]1[CH:69]=[C:68]([N:75]2[CH2:76][CH2:77][N:78]([C:26]([NH:25][C@H:20]3[CH2:21][CH2:22][CH2:23][CH2:24][N:18]([CH2:17][CH:14]4[CH2:15][CH2:16]4)[C:19]3=[O:33])=[O:32])[CH2:79][CH2:80]2)[C:67]2[C:72](=[CH:73][C:64]([Cl:63])=[CH:65][CH:66]=2)[N:71]=1. Product: NC1=NC2=CC(=CC=C2C(=C1)N1CCN(CC1)C(=O)N[C@@H]1C(N(CCCC1)CC1CC1)=O)Cl (4-(2-Amino-7-chloro-4-quinolinyl)-N-[(3S)-1-(cyclopropylmethyl)hexahydro-2-oxo-1H-azepin-3-yl]-1-piperazinecarboxamide). Reactants: N[C@H]1C(N(CCCC1)CC1CC1)=O ((3R)-3-amino-1-(cyclopropylmethyl)hexahydro-2H-azepin-2-one), ClC(=O)OC1=CC=C(C=C1)[N+](=O)[O-] (p-nitrophenyl chloroformate), C(C)(C)N(CC)C(C)C (diisopropylethyl amine), C1(CC1)CN1C([C@H](CCCC1)NC(OC(C)(C)C)=O)=O ([(3S)-1-(cyclopropylmethyl)hexahydro-2-oxo-1H-azepin-3-yl]-carbamic acid, 1,1-dimethylethyl ester), C(=O)(C(F)(F)F)O (TFA), ClC1=CC=C2C(=CC(=NC2=C1)N)N1CCNCC1 (7-chloro-4-(1-piperazinyl)-2-quinolinamine). Procedure details: As described for example 78, (3R)-3-amino-1-(cyclopropylmethyl)hexahydro-2H-azepin-2-one by de-protection of [(3S)-1-(cyclopropylmethyl)hexahydro-2-oxo-1H-azepin-3-yl]-carbamic acid, 1,1-dimethylethyl ester with TFA, p-nitrophenyl chloroformate, diisopropylethyl amine, and 7-chloro-4-(1-piperazinyl)-2-quinolinamine are reacted to afford the product. LC-MS: 471 (M++1). 1H NMR (CDCl3) δ 7.65 (d, 1H), 7.55 (s, 1H), 7.10 (d, 1H), 6.22 (d, 1H), 6.05 (s, 1H), 4.85 (s, 2H), 4.50 (m, 1H), 3.60 (m, 4H), ... Reactants: CCCC(C)Oc1nc(N)c2nc(Br)n(C3CCCCO3)c2n1, C[O-], CO, [Cl-], [NH4+], [Na+]. Product: CCCC(C)Oc1nc(N)c2nc(OC)n(C3CCCCO3)c2n1. RXN SMILES: [Br:1][c:2]1[n:3]([CH:18]2[O:19][CH2:20][CH2:21][CH2:22][CH2:23]2)[c:4]2[n:5][c:6]([O:12][CH:13]([CH2:14][CH2:15][CH3:16])[CH3:17])[n:7][c:8]([NH2:11])[c:9]2[n:10]1.[CH3:24][O-:25].[CH3:27][OH:28].[Cl-:29].[NH4+:30].[Na+:26]>>[c:2]1([O:25][CH3:24])[n:3]([CH:18]2[O:19][CH2:20][CH2:21][CH2:22][CH2:23]2)[c:4]2[n:5][c:6]([O:12][CH:13]([CH2:14][CH2:15][CH3:16])[CH3:17])[n:7][c:8]([NH2:11])[c:9]2[n:10]1. Starting materials: CC(=O)C=O (methyl glyoxal), O (water), OCC(C)=O (hydroxy-acetone). Reagents/catalysts: C(C)(=O)[O-].[Zn+2].C(C)(=O)[O-] (zinc acetate). The solvent is C(C)(=O)OCC (ethyl acetate). Yields the product OC(C(C)=O)C(C(C)=O)O (3,4-dihydroxyhexane-2,5-dione). As a reaction SMILES: [CH3:1][C:2]([CH:4]=[O:5])=[O:3].[OH2:6].O[CH2:8][C:9](=[O:11])[CH3:10]>C(OCC)(=O)C.C([O-])(=O)C.[Zn+2].C([O-])(=O)C>[OH:6][CH:8]([CH:4]([OH:5])[C:2](=[O:3])[CH3:1])[C:9](=[O:11])[CH3:10] |f:4.5.6|. Reported procedure: A solution of methyl glyoxal 40% wt in water (9 g, 50 mmoles), zinc acetate (0.44 g) and hydroxy-acetone (7.4 g) in ethyl acetate (20 ml) were stirred during 40 h at 38/40° (pH of the reaction medium was around 4.5). At the end of the reaction (which can be checked by gas chromatography), the reaction mixture was extracted with ethyl acetate (3×50 ml). The organic phase was washed to neutral with brine (1×), dried over magnesium sulphate and concentrated under vacuum giving 6 g of the crude 3,4-...